Dataset: the Open Reaction Database (ORD), a public repository of structured organic reaction records. Task: describe an organic reaction: reactants, conditions, products, and yield As a reaction SMILES: [CH3:26][CH2:27][O:28][C:29](=[O:30])[CH3:31].[F:1][c:2]1[cH:3][c:4]([OH:11])[cH:5][cH:6][c:7]1[N+:8](=[O:9])[O-:10].[NH2:12][c:13]1[cH:14][c:15]2[c:23]([cH:24][cH:25]1)-[c:22]1[c:17]([cH:18][cH:19][cH:20][cH:21]1)[CH2:16]2>>[c:2]1([NH:12][c:13]2[cH:14][c:15]3[c:23]([cH:24][cH:25]2)-[c:22]2[c:17]([cH:18][cH:19][cH:20][cH:21]2)[CH2:16]3)[cH:3][c:4]([OH:11])[cH:5][cH:6][c:7]1[N+:8](=[O:9])[O-:10]. Yields the product O=[N+]([O-])c1ccc(O)cc1Nc1ccc2c(c1)Cc1ccccc1-2. Reactants: CCOC(C)=O, O=[N+]([O-])c1ccc(O)cc1F, Nc1ccc2c(c1)Cc1ccccc1-2. The reactants are CCOc1ccc(Br)cc1, O=Cc1ccc(OCc2ccccc2)c(Br)c1, [Li]CCCC, CCCCCC, [Cl-], [NH4+], C1CCOC1. The product is CCOc1ccc(C(O)c2ccc(OCc3ccccc3)c(Br)c2)cc1. As a reaction SMILES: [Br:12][c:13]1[cH:14][cH:15][c:16]([O:19][CH2:20][CH3:21])[cH:17][cH:18]1.[CH2:22]([c:23]1[cH:24][cH:25][cH:26][cH:27][cH:28]1)[O:29][c:30]1[c:31]([Br:38])[cH:32][c:33]([CH:34]=[O:35])[cH:36][cH:37]1.[CH2:7]([Li:8])[CH2:9][CH2:10][CH3:11].[CH3:1][CH2:2][CH2:3][CH2:4][CH2:5][CH3:6].[Cl-:39].[NH4+:40].[O:41]1[CH2:42][CH2:43][CH2:44][CH2:45]1>>[c:13]1([CH:34]([c:33]2[cH:32][c:31]([Br:38])[c:30]([O:29][CH2:22][c:23]3[cH:24][cH:25][cH:26][cH:27][cH:28]3)[cH:37][cH:36]2)[OH:35])[cH:14][cH:15][c:16]([O:19][CH2:20][CH3:21])[cH:17][cH:18]1. The reactants are C(C1=CC=CC=C1)(=O)CCC(C1=CC=CC=C1)=O (1,2-dibenzoylethane), C(O)(O)=O.NNC(=N)N (aminoguanidine bicarbonate), Cl (hydrochloric acid). The solvent is C(C)O (ethanol). Product: Cl.Cl.C1(=CC=CC=C1)C(CCC(C1=CC=CC=C1)=NNC(N)=N)=NNC(N)=N (2,2'-(1,4-diphenyl-1,4-butanediylidene)bis(hydrazinecarboximidamide)dihydrochloride). RXN SMILES: [C:1]([CH2:9][CH2:10][C:11](=O)[C:12]1[CH:17]=[CH:16][CH:15]=[CH:14][CH:13]=1)(=O)[C:2]1[CH:7]=[CH:6][CH:5]=[CH:4][CH:3]=1.C(=O)(O)O.[NH2:23][NH:24][C:25]([NH2:27])=[NH:26].[ClH:28]>C(O)C>[ClH:28].[ClH:28].[C:2]1([C:1](=[N:23][NH:24][C:25](=[NH:26])[NH2:27])[CH2:9][CH2:10][C:11](=[N:23][NH:24][C:25](=[NH:27])[NH2:26])[C:12]2[CH:17]=[CH:16][CH:15]=[CH:14][CH:13]=2)[CH:7]=[CH:6][CH:5]=[CH:4][CH:3]=1 |f:1.2,5.6.7|. Procedure details: 1,2-dibenzoylethane (4.76 g), aminoguanidine bicarbonate (5.45 g), and concentrated hydrochloric acid (3.33 mL) were heated in 50% ethanol (60 mL) for 24 hr. Cooling, concentration and filtration gave 4.3 g of 2,2'-(1,4-diphenyl-1,4-butanediylidene)bis(hydrazinecarboximidamide)dihydrochloride, mp 285°-6° C. Starting materials: C(C=C)O[C@@H]1[C@H]([C@H](OC2=CC=C(C=C2)OC)O[C@@H]([C@@H]1OCC1=CC=CC=C1)COCC1=CC=CC=C1)OCC1=CC=CC=C1 (p-Methoxyphenyl 3-O-allyl-2,4,6-tri-O-benzyl-β-D-galactopyranoside). The reagents and catalysts are Cl[Pd]Cl (PdCl2). The solvent is CO (methanol), C1(=CC=CC=C1)C (toluene). Product: C(C1=CC=CC=C1)O[C@H]1[C@H](OC2=CC=C(C=C2)OC)O[C@@H]([C@@H]([C@@H]1O)OCC1=CC=CC=C1)COCC1=CC=CC=C1 (p-Methoxyphenyl 2,4,6-tri-O-benzyl-β-D-galactopyranoside). Yield: 94.0%. Reaction SMILES: C([O:4][C@H:5]1[C@@H:19]([O:20][CH2:21][C:22]2[CH:27]=[CH:26][CH:25]=[CH:24][CH:23]=2)[C@@H:18]([CH2:28][O:29][CH2:30][C:31]2[CH:36]=[CH:35][CH:34]=[CH:33][CH:32]=2)[O:17][C@@H:7]([O:8][C:9]2[CH:14]=[CH:13][C:12]([O:15][CH3:16])=[CH:11][CH:10]=2)[C@@H:6]1[O:37][CH2:38][C:39]1[CH:44]=[CH:43][CH:42]=[CH:41][CH:40]=1)C=C>CO.C1(C)C=CC=CC=1.Cl[Pd]Cl>[CH2:38]([O:37][C@@H:6]1[C@@H:5]([OH:4])[C@@H:19]([O:20][CH2:21][C:22]2[CH:23]=[CH:24][CH:25]=[CH:26][CH:27]=2)[C@@H:18]([CH2:28][O:29][CH2:30][C:31]2[CH:32]=[CH:33][CH:34]=[CH:35][CH:36]=2)[O:17][C@H:7]1[O:8][C:9]1[CH:10]=[CH:11][C:12]([O:15][CH3:16])=[CH:13][CH:14]=1)[C:39]1[CH:40]=[CH:41][CH:42]=[CH:43][CH:44]=1. Procedure: Compound 9 (2.67 g, 4.49 mmol) was dissolved in a mixture of anhydrous methanol and toluene (21 mL, v/v 3:1) and reacted with PdCl2 (˜100 mg) under nitrogen and at room temperature. After 4 hours of reaction, the reaction mixture was filtrated over a pad of Celite and the solvents were evaporated. Purification of the residue by chromatography on silica gel (ethyl acetate-petroleum ether, v/v 1:4) afforded 10 as white crystals in 94% yield (2.35 g). mp=84-86° C.; [αD]24 =−11° (c 1, CHCl3); 1H NMR... The reactants are NC=1C=C(C(=C2C(=CC(=NC12)OC)C)OC1=CC(=CC=C1)C(F)(F)F)OC (8-amino-2,6-dimethoxy-4-methyl-5-(3-trifluoromethylphenoxy)quinoline), C(C)(C)NC(C)C (diisopropylamine), IC(CCCN1C(C=2C(C1=O)=CC=CC2)=O)C (4-iodo-1-phthalimidopentane), C(C)(C)NC(C)C (diisopropylamine), IC(CCCN1C(C=2C(C1=O)=CC=CC2)=O)C (IPP), C(C)(C)NC(C)C (diisopropylamine), IC(CCCN1C(C=2C(C1=O)=CC=CC2)=O)C (IPP). Solvent: O (H2O), CC#N (CH3CN). Reaction conditions: time 24 hour. Product: COC1=NC2=C(C=C(C(=C2C(=C1)C)OC1=CC(=CC=C1)C(F)(F)F)OC)NC(CCCN1C(C=2C(C1=O)=CC=CC2)=O)C (2,6-Dimethoxy-4-methyl-8-(4-phthalimido-1-methylbutylamino)-5-(3-trifluoromethylphenoxy)quinoline). RXN SMILES: [NH2:1][C:2]1[CH:3]=[C:4]([O:26][CH3:27])[C:5]([O:15][C:16]2[CH:21]=[CH:20][CH:19]=[C:18]([C:22]([F:25])([F:24])[F:23])[CH:17]=2)=[C:6]2[C:11]=1[N:10]=[C:9]([O:12][CH3:13])[CH:8]=[C:7]2[CH3:14].C(NC(C)C)(C)C.I[CH:36]([CH3:51])[CH2:37][CH2:38][CH2:39][N:40]1[C:44](=[O:45])[C:43]2=[CH:46][CH:47]=[CH:48][CH:49]=[C:42]2[C:41]1=[O:50]>CC#N.O>[CH3:13][O:12][C:9]1[CH:8]=[C:7]([CH3:14])[C:6]2[C:11](=[C:2]([NH:1][CH:36]([CH3:51])[CH2:37][CH2:38][CH2:39][N:40]3[C:44](=[O:45])[C:43]4=[CH:46][CH:47]=[CH:48][CH:49]=[C:42]4[C:41]3=[O:50])[CH:3]=[C:4]([O:26][CH3:27])[C:5]=2[O:15][C:16]2[CH:21]=[CH:20][CH:19]=[C:18]([C:22]([F:23])([F:24])[F:25])[CH:17]=2)[N:10]=1. Procedure: A mixture of 8-amino-2,6-dimethoxy-4-methyl-5-(3-trifluoromethylphenoxy)quinoline (8.0 g, 21.2 mmol), diisopropylamine (2.14 g, 21.2 mmol) and 4-iodo-1-phthalimidopentane (IPP) (7.26 g, 21.2 mmol) in CH3CN (40 mL) was refluxed for 24 hours after which time additional diisopropylamine (2.14 g, 21.2 mmol) and IPP (7.26 g, 21.2 mmol) were added. After refluxing a further 24 hours, more diisopropylamine (1.07 g, 10.6 mmol) and IPP (3.63 g, 10.6 mmol) were added and refluxing was continued a further ... The reactants are CCCC[Sn](Cl)(CCCC)CCCC, C1CCOC1, [Li]CCCC, CS(=O)(=O)c1ncn2ccsc12, CCCCCC, CCOC(C)=O, [Cl-], [NH4+]. Product: CCCC[Sn](CCCC)(CCCC)c1cn2cnc(S(C)(=O)=O)c2s1. RXN SMILES: [CH2:24]([CH2:25][CH2:26][CH3:27])[Sn:28]([CH2:29][CH2:30][CH2:31][CH3:32])([CH2:33][CH2:34][CH2:35][CH3:36])[Cl:37].[CH2:40]1[O:41][CH2:42][CH2:43][CH2:44]1.[CH2:7]([Li:8])[CH2:9][CH2:10][CH3:11].[CH3:12][S:13](=[O:14])(=[O:15])[c:16]1[n:17][cH:18][n:19]2[c:20]1[s:21][cH:22][cH:23]2.[CH3:1][CH2:2][CH2:3][CH2:4][CH2:5][CH3:6].[CH3:45][CH2:46][O:47][C:48](=[O:49])[CH3:50].[Cl-:38].[NH4+:39]>>[CH3:12][S:13](=[O:14])(=[O:15])[c:16]1[n:17][cH:18][n:19]2[c:20]1[s:21][c:22]([Sn:28]([CH2:24][CH2:25][CH2:26][CH3:27])([CH2:29][CH2:30][CH2:31][CH3:32])[CH2:33][CH2:34][CH2:35][CH3:36])[cH:23]2. Reactants: O1C(=CC=C1)C=O (2-furaldehyde), C(=O)(OC(C)(C)C)N1CCCC1 (N-Boc-pyrrolidine), C(C)(CC)[Li] (sec-butyl lithium), CN(CCN(C)C)C (N,N,N′,N′-Tetramethylethylenediamine). Solvent: C(C)OCC (diethyl ether). Reaction conditions: temperature -78 celsius, time 2 hour. Product: O1C(=CC=C1)C(O)C1N(CCC1)C(=O)OC(C)(C)C (2-furyl(N-Boc-pyrrolidin-2-yl)methanol). As a reaction SMILES: [C:1]([N:8]1[CH2:12][CH2:11][CH2:10][CH2:9]1)([O:3][C:4]([CH3:7])([CH3:6])[CH3:5])=[O:2].CN(C)CCN(C)C.C([Li])(CC)C.[O:26]1[CH:30]=[CH:29][CH:28]=[C:27]1[CH:31]=[O:32]>C(OCC)C>[O:26]1[CH:30]=[CH:29][CH:28]=[C:27]1[CH:31]([CH:12]1[CH2:11][CH2:10][CH2:9][N:8]1[C:1]([O:3][C:4]([CH3:7])([CH3:6])[CH3:5])=[O:2])[OH:32]. Reported procedure: N-Boc-pyrrolidine (5.0 g) is dissolved in diethyl ether (60 mL) and the solution is cooled to −78° C. N,N,N′,N′-Tetramethylethylenediamine (TMEDA) (4.4 mL) is added to the mixture followed by sec-butyl lithium (27.0 mL, 1.3 M in cyclohexane) maintaining the temperature below −60° C. After 2 h, 2-furaldehyde (2.9 mL) is added and the mixture is stirred at −70° C. for an additional 30 min. The reaction mixture is allowed to warm to room temperature and is then quenched with water (25 mL) and poure... Starting materials: CCCCN, O=C=NCCCl, O=CC(O)C(O)C(O)C(O)CO. The product is CCCCN(C(=O)NCCCl)C1OC(CO)C(O)C(O)C1O. Reaction SMILES: [CH2:13]([CH2:14][CH2:15][CH3:16])[NH2:17].[Cl:18][CH2:19][CH2:20][N:21]=[C:22]=[O:23].[O:1]=[CH:2][CH:3]([OH:4])[CH:5]([OH:6])[CH:7]([OH:8])[CH:9]([OH:10])[CH2:11][OH:12]>>[CH:2]1([N:17]([CH2:13][CH2:14][CH2:15][CH3:16])[C:22]([NH:21][CH2:20][CH2:19][Cl:18])=[O:23])[CH:3]([OH:4])[CH:5]([OH:6])[CH:7]([OH:8])[CH:9]([CH2:11][OH:12])[O:10]1.